From a dataset of the Open Reaction Database (ORD), a public repository of structured organic reaction records. describe an organic reaction: reactants, conditions, products, and yield Starting materials: C(C1=CC=CC=C1)N1C(=CC2=C(C=CC=C12)OCC(=O)O)C ((1-Benzyl-2-methyl-1H-indol-4-yloxy)-acetic acid), COC(CCCS(N)(=O)=O)=O (4-sulfamoyl-butyric acid methyl ester), CCN=C=NCCCN(C)C (EDCI). Reagents/catalysts: CN(C)C=1C=CN=CC1 (DMAP). The solvent is ClCCl (dichloromethane). Run at time 18 hour. Yields the product COC(CCCS(NC(COC1=C2C=C(N(C2=CC=C1)CC1=CC=CC=C1)C)=O)(=O)=O)=O (4-[2-(1-Benzyl-2-methyl-1H-indol-4-yloxy)-acetylsulfamoyl]-butyric acid methyl ester). RXN SMILES: [CH2:1]([N:8]1[C:16]2[C:11](=[C:12]([O:17][CH2:18][C:19](O)=[O:20])[CH:13]=[CH:14][CH:15]=2)[CH:10]=[C:9]1[CH3:22])[C:2]1[CH:7]=[CH:6][CH:5]=[CH:4][CH:3]=1.[CH3:23][O:24][C:25](=[O:33])[CH2:26][CH2:27][CH2:28][S:29](=[O:32])(=[O:31])[NH2:30].CCN=C=NCCCN(C)C>ClCCl.CN(C1C=CN=CC=1)C>[CH3:23][O:24][C:25](=[O:33])[CH2:26][CH2:27][CH2:28][S:29](=[O:31])(=[O:32])[NH:30][C:19](=[O:20])[CH2:18][O:17][C:12]1[CH:13]=[CH:14][CH:15]=[C:16]2[C:11]=1[CH:10]=[C:9]([CH3:22])[N:8]2[CH2:1][C:2]1[CH:7]=[CH:6][CH:5]=[CH:4][CH:3]=1. Procedure: To a solution of (1-benzyl-2-methyl-1H-indol-4-yloxy)-acetic acid (5) (0.189 g, 0.64 mmole) in dichloromethane (15 mL), 4-sulfamoyl-butyric acid methyl ester (0.232 g, 1.28 mmole), EDCI (0.122 g, 0.64 mmole) and DMAP (0.078 g, 0.64 mmole) were added. The mixture was stirred at room temperature for 18 h. The dichloromethane was evaporated to half of the original volume and the mixture was washed with water (2×10 mL). The organic layer was separated and evaporated. The residue was purified by colu... Reactants: C(c1c(nc(c2ccc(cc2)F)s1)[Cl])=O, CC1=CN=C(C=C1)N, [C-]#[N+]C1CCCCC1. The reagents and catalysts are O=C(O)C(F)(F)F (trifluoroacetic acid). Run in CC(C)O (isopropyl alcohol), CC(C)O (isopropylalcohol). Reaction conditions: temperature 22 celsius, time 20 hour. The product is Cc1ccc2nc(c(NC3CCCCC3)n2c1)c1c(nc(c2ccc(cc2)F)s1)[Cl]. Yield: 0.0%. As a reaction SMILES: CC1=CC=C(N)N=C1.[C-]#[N+]C1CCCCC1.FC1=CC=C(C=C1)C1=NC(Cl)=C(S1)C=O>>CC1=CN2C(C=C1)=NC(=C2NC1CCCCC1)C1=C(Cl)N=C(S1)C1=CC=C(F)C=C1. Starting materials: OC1=C(C=C(C=C1)C(C)=O)N(C)C (1-(4-hydroxy-3-dimethylaminophenyl)ethanone), [H-].[Na+] (sodium hydride), BrCCCCl (1-bromo-3-chloropropane), C(=O)N (formamide). Run in CN(C=O)C (dimethylformamide), CN(C=O)C (dimethylformamide), O (water). Run at temperature 3 celsius, time 45 minute. Product: ClCCCOC1=C(C=C(C=C1)C(C)=O)N(C)C (1-[4-(3-Chloropropoxy)-3-dimethylaminophenyl]ethanone). Yield: 179.0%. Reaction SMILES: [H-].[Na+].[OH:3][C:4]1[CH:9]=[CH:8][C:7]([C:10](=[O:12])[CH3:11])=[CH:6][C:5]=1[N:13]([CH3:15])[CH3:14].Br[CH2:17][CH2:18][CH2:19][Cl:20].C(N)=O>CN(C)C=O.O>[Cl:20][CH2:19][CH2:18][CH2:17][O:3][C:4]1[CH:9]=[CH:8][C:7]([C:10](=[O:12])[CH3:11])=[CH:6][C:5]=1[N:13]([CH3:14])[CH3:15] |f:0.1|. Procedure: To a suspension of sodium hydride (2.3 g, 48.5 mmol of 50% oil dispersion) with dimethylformamide (75 ml), and cooled to 3° C. in an ice-salt bath and under a stream of nitrogen was added, dropwise, 1-(4-hydroxy-3-dimethylaminophenyl)ethanone (8.7 g, 48.5 mmol) dissolved in dimethylformamide (150 ml) so that the temperature did not go over 7° C. After the addition was over, the bath was removed and the reaction was stirred at ambient temperature for 45 minutes. The ice bath was reapplied and a s... Reactants: C(C)OC(C1=CC=C(C=C1)N1C=CC2=CC=C(C=C12)CO)=O (4-(6-hydroxymethyl-indol-1-yl)benzoic acid ethyl ester), C(C)(=O)OC(C)=O (acetic anhydride), N1=CC=CC=C1 (pyridine), O (water). Run in ClCCl (dichloromethane). Reaction conditions: time 2 day. The product is C(C)OC(C1=CC=C(C=C1)N1C=CC2=CC=C(C=C12)COC(C)=O)=O (4-(6-Acetoxymethyl-indol-1-yl)benzoic acid ethyl ester). The yield is 66.1%. As a reaction SMILES: [CH2:1]([O:3][C:4](=[O:22])[C:5]1[CH:10]=[CH:9][C:8]([N:11]2[C:19]3[C:14](=[CH:15][CH:16]=[C:17]([CH2:20][OH:21])[CH:18]=3)[CH:13]=[CH:12]2)=[CH:7][CH:6]=1)[CH3:2].[C:23](OC(=O)C)(=[O:25])[CH3:24].N1C=CC=CC=1.O>ClCCl>[CH2:1]([O:3][C:4](=[O:22])[C:5]1[CH:10]=[CH:9][C:8]([N:11]2[C:19]3[C:14](=[CH:15][CH:16]=[C:17]([CH2:20][O:21][C:23](=[O:25])[CH3:24])[CH:18]=3)[CH:13]=[CH:12]2)=[CH:7][CH:6]=1)[CH3:2]. Procedure details: To a solution of 4-(6-formylindol-1-yl)benzoic acid ethyl ester in a mixed solvent of tetrahydrofuran (3 mL) and methanol (10 mL) was added sodium borohydride (0.075 g) at 0° C., and this mixture was stirred at room temperature for 0.5 hours. This reaction mixture was poured into a saturated aqueous ammonium chloride solution and this mixture was extracted with ethyl acetate. This organic layer was washed with brine, and dried over anhydrous magnesium sulfate. The solvent was removed under reduc... The reactants are [Na] (sodium), C([O-])([O-])=O.[NH4+].[NH4+] (ammonium carbonate), 1(2, C(C1=CC=CC=C1)N1N=NC(=C1CC)C(=O)O (benzyl-5-ethyl-1H-1,2,3-triazole-4-carboxylic acid), N (ammonia). Solvent: liquid. The product is C(C)C1=C(N=NN1)C(=O)O (5-Ethyl-1H-1,2,3-triazole-4-carboxylic acid). RXN SMILES: C([N:8]1[C:12]([CH2:13][CH3:14])=[C:11]([C:15]([OH:17])=[O:16])[N:10]=[N:9]1)C1C=CC=CC=1.N.[Na].C(=O)([O-])[O-].[NH4+].[NH4+]>>[CH2:13]([C:12]1[NH:8][N:9]=[N:10][C:11]=1[C:15]([OH:17])=[O:16])[CH3:14] |f:3.4.5,^1:18|. Procedure: To a mixture of 24 g (104 mmoles) of 1(2 or 3)-benzyl-5-ethyl-1H-1,2,3-triazole-4-carboxylic acid in 250 ml of liquid ammonia at -78° C., 7.2 g (312 mmoles) of sodium pellets were added, in portions, until the solution maintained a dark blue color. The reaction was then quenched with 10 g (128 mmoles) of ammonium carbonate. The resulting yellow mixture was allowed to warm to room temperture and the ammonia evaporated. The solid residue was dissolved in 70 ml of water and extracted with ether. Th... The reactants are FC1=C(C(=O)OCC)C=C(C(=C1C)F)F (ethyl 2,4,5-trifluoro-3-methylbenzoate), [N-]=[N+]=[N-].[Na+] (sodium azide), C(C)(=O)OCC (ethyl acetate), O (water). The solvent is CS(=O)C (dimethyl sulfoxide). Conditions: temperature 55 celsius, time 14 hour. The product is N(=[N+]=[N-])C1=C(C(=C(C(=O)OCC)C=C1F)F)C (ethyl 4-azido-2,5-difluoro-3-methylbenzoate). Reaction SMILES: [F:1][C:2]1[C:12]([CH3:13])=[C:11](F)[C:10]([F:15])=[CH:9][C:3]=1[C:4]([O:6][CH2:7][CH3:8])=[O:5].[N-:16]=[N+:17]=[N-:18].[Na+].C(OCC)(=O)C.O>CS(C)=O>[N:16]([C:11]1[C:10]([F:15])=[CH:9][C:3]([C:4]([O:6][CH2:7][CH3:8])=[O:5])=[C:2]([F:1])[C:12]=1[CH3:13])=[N+:17]=[N-:18] |f:1.2|. Reported procedure: In 308 ml of dimethyl sulfoxide was dissolved 61.7 g of ethyl 2,4,5-trifluoro-3-methylbenzoate, and 42.3 g of sodium azide was added to the solution, after which the resulting mixture was stirred at 55° C. for 14 hours. The reaction mixture was cooled to room temperature and thereafter added to a mixed solvent of 500 ml of ethyl acetate and 1200 ml of water. The organic layer formed was separated, washed with water and then dried over anhydrous magnesium sulfate. The solvent was then removed by ... RXN SMILES: [CH:1]([C:3]1[S:7][C:6]([NH:8][CH2:9][C:10]([NH:12][C@@H:13]([CH3:26])[C:14]([NH:16][C@@H:17]([CH3:25])[C:18]([O:20]C(C)(C)C)=[O:19])=[O:15])=[O:11])=[N:5][CH:4]=1)=[O:2].[ClH:27].C(OCC)C>>[CH:1]([C:3]1[S:7][C:6]([NH:8][CH2:9][C:10]([NH:12][C@@H:13]([CH3:26])[C:14]([NH:16][C@@H:17]([CH3:25])[C:18]([OH:20])=[O:19])=[O:15])=[O:11])=[N:5][CH:4]=1)=[O:2].[ClH:27]. Procedure details: Following the general procedure as described in Example 68, except using material from Example 101 (780 mg, 2.03 mmol) and HCl, 1.0M in diethyl ether (125 mL, 125 mmol), the title compound is isolated in quantitative yield as a bis HCl salt by weight. LC/MS (Condition A): ret. T=1.3 min, (M+H)+ 329. The product is C(=O)C1=CN=C(S1)NCC(=O)N[C@H](C(=O)N[C@H](C(=O)O)C)C ((S)-2-((S)-2-(2-(5-Formylthiazol-2-ylamino)acetamido)propanamido)propanoic acid), Cl (HCl). Reactants: C(C)OCC (diethyl ether), C(=O)C1=CN=C(S1)NCC(=O)N[C@H](C(=O)N[C@H](C(=O)OC(C)(C)C)C)C ((S)-tert-Butyl 2-((S)-2-(2-(5-formylthiazol-2-ylamino)acetamido)propanamido)propanoate), Cl (HCl). Reactants: CC(C)=NO (acetone oxime), CC(C)([O-])C.[K+] (potassium tert-butoxide), FC1=NC=CC=C1C(=O)C1=C(C=CC=C1)C(OCC)OCC ((2-fluoropyridin-3-yl)-2-(diethoxymethyl)-phenylmethanone). Run in O1CCCC1 (tetrahydrofuran), O1CCCC1 (tetrahydrofuran). Reaction conditions: time 15 minute. Product: C(C)OC(C1=C(C(=O)C=2C(=NC=CC2)ON=C(C)C)C=CC=C1)OCC (3-[2-(diethyloxymethyl)-benzoyl]-2-[[(isopropylidene)amino]oxy]-pyridine). RXN SMILES: [CH3:1][C:2](=[N:4][OH:5])[CH3:3].CC(C)([O-])C.[K+].F[C:13]1[C:18]([C:19]([C:21]2[CH:26]=[CH:25][CH:24]=[CH:23][C:22]=2[CH:27]([O:31][CH2:32][CH3:33])[O:28][CH2:29][CH3:30])=[O:20])=[CH:17][CH:16]=[CH:15][N:14]=1>O1CCCC1>[CH2:32]([O:31][CH:27]([O:28][CH2:29][CH3:30])[C:22]1[CH:23]=[CH:24][CH:25]=[CH:26][C:21]=1[C:19]([C:18]1[C:13]([O:5][N:4]=[C:2]([CH3:3])[CH3:1])=[N:14][CH:15]=[CH:16][CH:17]=1)=[O:20])[CH3:33] |f:1.2|. Procedure: To a solution of 0.49 g of acetone oxime in 8 ml of dry tetrahydrofuran was added 0.75 g of potassium tert-butoxide. The solution was stirred for 15 min. then a solution of 1.86 g of (2-fluoropyridin-3-yl)-2-(diethoxymethyl)-phenylmethanone in 8 ml of tetrahydrofuran was added. The solution was stirred at room temperature for 30 min. then quenched by the addition of 25 ml of a 1:1 water-saturated ammonium chloride solution. The solution was extracted with two 50 ml portions of ether and the comb...